From a dataset of the Open Reaction Database (ORD), a public repository of structured organic reaction records. describe an organic reaction: reactants, conditions, products, and yield Reactants: solution, B(Br)(Br)Br (boron tribromide), ClC1=C(C=CC(=C1)OC)C(C(C(F)(F)F)(O)C1=CC2=C(N(C(N2C)=O)C)C=C1)C (5-[2-(2-chloro-4-methoxy-phenyl)-1-hydroxy-1-trifluoromethyl-propyl]-1,3-dimethyl-1,3-dihydro-benzoimidazol-2-one), CO (MeOH), C(=O)(O)[O-].[Na+] (NaHCO3). Solvent: C(Cl)Cl (DCM), C(Cl)Cl (DCM). Conditions: time 4 hour. Product: ClC1=C(C=CC(=C1)O)C(C(C(F)(F)F)(O)C1=CC2=C(N(C(N2C)=O)C)C=C1)C (5-[2-(2-Chloro-4-hydroxy-phenyl)-1-hydroxy-1-trifluoromethyl-propyl]-1,3-dimethyl-1,3-dihydro-benzoimidazol-2-one). The yield is 89.3%. Reaction SMILES: B(Br)(Br)Br.[Cl:5][C:6]1[CH:11]=[C:10]([O:12]C)[CH:9]=[CH:8][C:7]=1[CH:14]([CH3:33])[C:15]([C:21]1[CH:32]=[CH:31][C:24]2[N:25]([CH3:30])[C:26](=[O:29])[N:27]([CH3:28])[C:23]=2[CH:22]=1)([OH:20])[C:16]([F:19])([F:18])[F:17].CO.C([O-])(O)=O.[Na+]>C(Cl)Cl>[Cl:5][C:6]1[CH:11]=[C:10]([OH:12])[CH:9]=[CH:8][C:7]=1[CH:14]([CH3:33])[C:15]([C:21]1[CH:32]=[CH:31][C:24]2[N:25]([CH3:30])[C:26](=[O:29])[N:27]([CH3:28])[C:23]=2[CH:22]=1)([OH:20])[C:16]([F:17])([F:18])[F:19] |f:3.4|. Reported procedure: A 1M solution of boron tribromide in DCM (3.7 ml) was added to a solution of 5-[2-(2-chloro-4-methoxy-phenyl)-1-hydroxy-1-trifluoromethyl-propyl]-1,3-dimethyl-1,3-dihydro-benzoimidazol-2-one (300 mg) in DCM (10 ml). at −65° C. The mixture was allowed to warm to room temperature and then stirred for 4 h. MeOH (1.4 ml) and saturated aqueous NaHCO3 solution were added and stirred for 30 min. The mixture was extracted with DCM. The combined organic layers were dried over Na2SO4 and concentrated to a... Starting materials: Cl (HCl), C(C1=CC=CC=C1)(=O)C1=NN2C(NC=3C=CC=CC3C2=C1)=O (2-benzoylpyrazolo[1,5-c]-quinazolin-5(6H)-one), [BH4-].[Na+] (sodium borohydride). The solvent is O (water), C(C)O (ethanol), O (water). Run at time 30 minute. Product: OC(C1=NN2C(NC=3C=CC=CC3C2=C1)=O)C1=CC=CC=C1 (2-(Hydroxyphenylmethyl)pyrazolo[1,5-c]quinazolin-5(6H)-one). As a reaction SMILES: [C:1]([C:9]1[CH:21]=[C:20]2[N:11]([C:12](=[O:22])[NH:13][C:14]3[CH:15]=[CH:16][CH:17]=[CH:18][C:19]=32)[N:10]=1)(=[O:8])[C:2]1[CH:7]=[CH:6][CH:5]=[CH:4][CH:3]=1.[BH4-].[Na+].Cl>C(O)C.O>[OH:8][CH:1]([C:2]1[CH:7]=[CH:6][CH:5]=[CH:4][CH:3]=1)[C:9]1[CH:21]=[C:20]2[N:11]([C:12](=[O:22])[NH:13][C:14]3[CH:15]=[CH:16][CH:17]=[CH:18][C:19]=32)[N:10]=1 |f:1.2|. Procedure details: 1.65 g 80.0057 mole) of 2-benzoylpyrazolo[1,5-c]-quinazolin-5(6H)-one prepared as in part B above is stirred with 880 mg (4 equiv) of sodium borohydride in absolute ethanol (125 ml) at room temperature for 3 hours. The reaction mixture is stripped to dryness and the resulting solid is suspended in water (40 ml), cooled down to 0° and treated dropwise with 1 N HCl 25 ml). The mixture is stirred for 30 minutes, diluted with water (40 ml) and stirred for another 10 minutes. The white precipitates a...